Dataset: the Open Reaction Database (ORD), a public repository of structured organic reaction records. Task: describe an organic reaction: reactants, conditions, products, and yield Starting materials: CC=1N(C2=CC(=CC=C2C1C1=CC=NC=C1)O)CCC (2-methyl-1-propyl-3-(4-pyridyl)-1H-indole-6-ol), C(C)OC(C(C)(C)Br)=O (2-bromo-2-methyl-propanoic acid ethylester). Yields the product C(C)OC(C(C)(OC1=CC=C2C(=C(N(C2=C1)CCC)C)C1=CC=NC=C1)C)=O (2-Methyl-2-[2-methyl-1-propyl-3-(4-pyridyl)-1H-indole-6-yloxy]propanoic acid ethylester). Reaction SMILES: [CH3:1][C:2]1[N:3]([CH2:18][CH2:19][CH3:20])[C:4]2[C:9]([C:10]=1[C:11]1[CH:16]=[CH:15][N:14]=[CH:13][CH:12]=1)=[CH:8][CH:7]=[C:6]([OH:17])[CH:5]=2.[CH2:21]([O:23][C:24](=[O:29])[C:25](Br)([CH3:27])[CH3:26])[CH3:22]>>[CH2:21]([O:23][C:24](=[O:29])[C:25]([CH3:27])([O:17][C:6]1[CH:5]=[C:4]2[C:9]([C:10]([C:11]3[CH:16]=[CH:15][N:14]=[CH:13][CH:12]=3)=[C:2]([CH3:1])[N:3]2[CH2:18][CH2:19][CH3:20])=[CH:8][CH:7]=1)[CH3:26])[CH3:22]. Reported procedure: In accordance with a procedure analogous to that of Example 10, the above compound was prepared from 2-methyl-1-propyl-3-(4-pyridyl)-1H-indole-6-ol and 2-bromo-2-methyl-propanoic acid ethylester.